From a dataset of the Open Reaction Database (ORD), a public repository of structured organic reaction records. describe an organic reaction: reactants, conditions, products, and yield Starting materials: C(#N)C1=CC=C(C=C1)C=1N=C2N(C(=CC=C2)C(=O)OC)C1CC=O (methyl 2-(4-cyanophenyl)-3-(2-oxoethyl)imidazo[1,2-a]pyridine-5-carboxylate), COC1=C(CN)C=CC(=C1)OC (2,4-dimethoxybenzylamine), CO (MeOH), [BH3-]C#N.[Na+] (NaBH3CN). Reaction conditions: time 2 hour. Yields the product COC1=C(CN2C(CC=C3N4C(CCC24)=C(N=C3)C3=CC=C(C#N)C=C3)=O)C=CC(=C1)OC (4-[7-(2,4-Dimethoxybenzyl)-6-oxo-6,7,8,9-tetrahydro-2,7,9b-triazabenzo[cd]azulen-1-yl]benzonitrile). Reaction SMILES: [C:1]([C:3]1[CH:8]=[CH:7][C:6]([C:9]2[N:10]=[C:11]3[CH:16]=[CH:15][CH:14]=[C:13]([C:17](OC)=O)[N:12]3[C:21]=2[CH2:22][CH:23]=O)=[CH:5][CH:4]=1)#[N:2].[CH3:25][O:26][C:27]1[CH:34]=[C:33]([O:35][CH3:36])[CH:32]=[CH:31][C:28]=1[CH2:29][NH2:30].[BH3-]C#N.[Na+].C[OH:42]>>[CH3:25][O:26][C:27]1[CH:34]=[C:33]([O:35][CH3:36])[CH:32]=[CH:31][C:28]=1[CH2:29][N:30]1[CH:11]2[N:12]3[C:21](=[C:9]([C:6]4[CH:5]=[CH:4][C:3]([C:1]#[N:2])=[CH:8][CH:7]=4)[N:10]=[CH:17][C:13]3=[CH:14][CH2:15][C:16]1=[O:42])[CH2:22][CH2:23]2 |f:2.3|. Reported procedure: To a solution of methyl 2-(4-cyanophenyl)-3-(2-oxoethyl)imidazo[1,2-a]pyridine-5-carboxylate in MeOH (0.2 M), 2,4-dimethoxybenzylamine (1.2 eq.) was added and the reaction mixture was stirred at RT for 2 h. Then, NaBH3CN (1.5 eq.) was added and stirring was continued for 12 h. The solvent was reduced in vacuo and the residue partitioned between sat. aq. NaHCO3 and DCM. The aqueous phase was separated and extracted several times with DCM. The combined organic extracts were washed with brine and d... Starting materials: CC(C(=O)O)C(=O)NCc1cccc(F)c1, CN1C(=O)C(N)c2ccccc2-c2ccccc21. Product: CC(C(=O)NCc1cccc(F)c1)C(=O)NC1C(=O)N(C)c2ccccc2-c2ccccc21. As a reaction SMILES: [CH3:19][CH:20]([C:21](=[O:22])[OH:23])[C:24](=[O:25])[NH:26][CH2:27][c:28]1[cH:29][c:30]([F:34])[cH:31][cH:32][cH:33]1.[NH2:1][CH:2]1[c:3]2[c:4]([cH:15][cH:16][cH:17][cH:18]2)-[c:5]2[c:6]([cH:11][cH:12][cH:13][cH:14]2)[N:7]([CH3:10])[C:8]1=[O:9]>>[NH:1]([CH:2]1[c:3]2[c:4]([cH:15][cH:16][cH:17][cH:18]2)-[c:5]2[c:6]([cH:11][cH:12][cH:13][cH:14]2)[N:7]([CH3:10])[C:8]1=[O:9])[C:21]([CH:20]([CH3:19])[C:24](=[O:25])[NH:26][CH2:27][c:28]1[cH:29][c:30]([F:34])[cH:31][cH:32][cH:33]1)=[O:22]. The reactants are O=C1CCC(=O)N1Br, CCOC(C)=O, CC(C)(C)OC(=O)NC1CCc2ccccc2NC1=O. The product is CC(C)(C)OC(=O)NC1CCc2cc(Br)ccc2NC1=O. RXN SMILES: [Br:1][N:2]1[C:3](=[O:4])[CH2:5][CH2:6][C:7]1=[O:8].[CH3:29][CH2:30][O:31][C:32]([CH3:33])=[O:34].[O:9]=[C:10]1[NH:11][c:12]2[c:13]([cH:25][cH:26][cH:27][cH:28]2)[CH2:14][CH2:15][CH:16]1[NH:17][C:18]([O:19][C:20]([CH3:21])([CH3:22])[CH3:23])=[O:24]>>[Br:1][c:26]1[cH:25][c:13]2[c:12]([cH:28][cH:27]1)[NH:11][C:10](=[O:9])[CH:16]([NH:17][C:18]([O:19][C:20]([CH3:21])([CH3:22])[CH3:23])=[O:24])[CH2:15][CH2:14]2.